From a dataset of the Open Reaction Database (ORD), a public repository of structured organic reaction records. describe an organic reaction: reactants, conditions, products, and yield The reactants are COC(=O)CC(C)=O, CCCCCC1=CCCC1=O, CC(=O)O, CO, [Cl-], [Na+], [Na]. Yields the product CCCCCC1(C(C(C)=O)C(=O)OC)CCCC1=O. Reaction SMILES: [C:2]([CH2:3][C:4](=[O:5])[CH3:6])(=[O:7])[O:8][CH3:9].[CH2:10]([CH2:11][CH2:12][CH2:13][CH3:14])[C:15]1=[CH:19][CH2:18][CH2:17][C:16]1=[O:20].[CH3:23][C:24](=[O:25])[OH:26].[CH3:27][OH:28].[Cl-:22].[Na+:21].[Na:1]>>[C:2]([CH:3]([C:4](=[O:5])[CH3:6])[C:15]1([CH2:10][CH2:11][CH2:12][CH2:13][CH3:14])[C:16](=[O:20])[CH2:17][CH2:18][CH2:19]1)(=[O:7])[O:8][CH3:9].